Dataset: the Open Reaction Database (ORD), a public repository of structured organic reaction records. Task: describe an organic reaction: reactants, conditions, products, and yield Starting materials: OC(CN1CCNCC1)COCCCCCCCCCCCCCCCC (1-(2-hydroxy-3-n-hexadecyloxypropyl)-piperazine), COC1=CC=C(CCl)C=C1 (4-methoxybenzyl chloride). The product is COC1=CC=C(CN2CCN(CC2)CC(COCCCCCCCCCCCCCCCC)O)C=C1 (1-(4-methoxybenzyl)-4-(2-hydroxy-3-n-hexadecyloxypropyl)-piperazine). As a reaction SMILES: [OH:1][CH:2]([CH2:10][O:11][CH2:12][CH2:13][CH2:14][CH2:15][CH2:16][CH2:17][CH2:18][CH2:19][CH2:20][CH2:21][CH2:22][CH2:23][CH2:24][CH2:25][CH2:26][CH3:27])[CH2:3][N:4]1[CH2:9][CH2:8][NH:7][CH2:6][CH2:5]1.[CH3:28][O:29][C:30]1[CH:37]=[CH:36][C:33]([CH2:34]Cl)=[CH:32][CH:31]=1>>[CH3:28][O:29][C:30]1[CH:37]=[CH:36][C:33]([CH2:34][N:7]2[CH2:8][CH2:9][N:4]([CH2:3][CH:2]([OH:1])[CH2:10][O:11][CH2:12][CH2:13][CH2:14][CH2:15][CH2:16][CH2:17][CH2:18][CH2:19][CH2:20][CH2:21][CH2:22][CH2:23][CH2:24][CH2:25][CH2:26][CH3:27])[CH2:5][CH2:6]2)=[CH:32][CH:31]=1. Procedure details: Following the procedure of Example 5, 1-(2-hydroxy-3-n-hexadecyloxypropyl)-piperazine was reacted with 4-methoxybenzyl chloride to form 1-(4-methoxybenzyl)-4-(2-hydroxy-3-n-hexadecyloxypropyl)-piperazine, mp 233°-245° C. Reactants: C(C)(C)(C)P(C(C)(C)C)C(C)(C)C (tri-tert-butylphosphine), IC=1C(=NC(=CC1)N)N (3-iodopyridine-2,6-diamine), FC(OC1=C(C=CC=C1)B(O)O)(F)F (2-(trifluoromethoxy)phenyl boronic acid), C([O-])([O-])=O.[Na+].[Na+] (sodium carbonate), C(C)(C)OC(C)=O (isopropylacetate). The reagents and catalysts are C=1C=CC(=CC1)/C=C/C(=O)/C=C/C2=CC=CC=C2.C=1C=CC(=CC1)/C=C/C(=O)/C=C/C2=CC=CC=C2.C=1C=CC(=CC1)/C=C/C(=O)/C=C/C2=CC=CC=C2.[Pd].[Pd] (tris(dibenzylideneacetone)dipalladium). The solvent is C(C)O (ethanol), O (water). Run at temperature 78 celsius. Product: FC(OC1=C(C=CC=C1)C=1C(=NC(=CC1)N)N)(F)F (3-[2-(Trifluoromethoxy)phenyl]pyridine-2,6-diamine). Reaction SMILES: I[C:2]1[C:3]([NH2:9])=[N:4][C:5]([NH2:8])=[CH:6][CH:7]=1.[F:10][C:11]([F:23])([F:22])[O:12][C:13]1[CH:18]=[CH:17][CH:16]=[CH:15][C:14]=1B(O)O.C(=O)([O-])[O-].[Na+].[Na+].C(P(C(C)(C)C)C(C)(C)C)(C)(C)C.C(OC(=O)C)(C)C>C(O)C.O.C1C=CC(/C=C/C(/C=C/C2C=CC=CC=2)=O)=CC=1.C1C=CC(/C=C/C(/C=C/C2C=CC=CC=2)=O)=CC=1.C1C=CC(/C=C/C(/C=C/C2C=CC=CC=2)=O)=CC=1.[Pd].[Pd]>[F:10][C:11]([F:22])([F:23])[O:12][C:13]1[CH:18]=[CH:17][CH:16]=[CH:15][C:14]=1[C:2]1[C:3]([NH2:9])=[N:4][C:5]([NH2:8])=[CH:6][CH:7]=1 |f:2.3.4,9.10.11.12.13|. Reported procedure: To a suspension of 3-iodopyridine-2,6-diamine (5 g, 21 mmol), 2-(trifluoromethoxy)phenyl boronic acid (4.82 g, 23 mmol) and sodium carbonate (2.48 g, 23 mmol) in ethanol (25 ml) and water (25 ml) was added tris(dibenzylideneacetone)dipalladium (0.292 g, 0.319 mmol) followed by tri-tert-butylphosphine (1M solution in toluene, 0.957 ml, 0.957 mmol). The reaction was heated to 78° C. for 16 hours before cooling to room temperature and addition of isopropylacetate (50 ml). The bi-phasic mixture was ... The reactants are ClCCl, CCN(CC)S(F)(F)F, CC1(C)N=C(c2cnc3ccccc3c2)c2cccc(F)c2C1O, O. Yields the product CC1(C)N=C(c2cnc3ccccc3c2)c2cccc(F)c2C1F. RXN SMILES: [CH2:10]([Cl:11])[Cl:12].[CH2:1]([N:2]([S:3]([F:4])([F:5])[F:7])[CH2:6][CH3:8])[CH3:9].[F:13][c:14]1[c:15]2[c:20]([cH:21][cH:22][cH:23]1)[C:19]([c:24]1[cH:25][n:26][c:27]3[cH:28][cH:29][cH:30][cH:31][c:32]3[cH:33]1)=[N:18][C:17]([CH3:34])([CH3:35])[CH:16]2[OH:36].[OH2:37]>>[F:7][CH:16]1[c:15]2[c:14]([F:13])[cH:23][cH:22][cH:21][c:20]2[C:19]([c:24]2[cH:25][n:26][c:27]3[cH:28][cH:29][cH:30][cH:31][c:32]3[cH:33]2)=[N:18][C:17]1([CH3:34])[CH3:35]. Starting materials: C=1(C(=CC=CC1)S(=O)(=O)Cl)C (toluenesulfonyl chloride), O(C1[C@H](O)[C@H](O)[C@H](O1)CO)CC=C (Allyl α,β-D-ribofuranoside), N1=CC=CC=C1 (pyridine), title compounds 3. The product is C1(=CC=C(C=C1)S(=O)(=O)OC[C@@H]1[C@H]([C@H](C(OCC=C)O1)O)O)C (Allyl 5-O-p-toluenesulfonyl-α,β-D-ribofuranoside). RXN SMILES: [O:1]([CH2:11][CH:12]=[CH2:13])[CH:2]1[O:8][C@H:7]([CH2:9][OH:10])[C@@H:5]([OH:6])[C@H:3]1[OH:4].[C:14]1(C)[C:15]([S:20](Cl)(=[O:22])=[O:21])=[CH:16][CH:17]=[CH:18][CH:19]=1.N1C=CC=C[CH:26]=1>>[C:18]1([CH3:26])[CH:19]=[CH:14][C:15]([S:20]([O:10][CH2:9][C@H:7]2[O:8][CH:2]([O:1][CH2:11][CH:12]=[CH2:13])[C@H:3]([OH:4])[C@@H:5]2[OH:6])(=[O:21])=[O:22])=[CH:16][CH:17]=1. Procedure details: A solution of allyl α,β-D-ribofuranoside 1 (18.6 g) in dry pyridine (100 mL) was cooled in an ice bath and p toluenesulfonyl chloride (22.4 g, 1.2 eq) was added portion-wise keeping the reaction temperature <5° C. The resulting solution was allowed to warm slowly to RT overnight and then was concentrated to dryness. 1,4-Dioxane (100 mL) was added to the residue and it was again concentrated to dryness. Chromatography of the residue afforded an anomeric mixture of the title compounds 3 as a syrup... Starting materials: C(C)B(CC)CC (triethylborane), FC1=CC=C(C=C1)C(=C(C=CC(CC(CC(=O)OCC)=O)O)N1N=NN=C1C1=CC=CC=C1)C1=CC=C(C=C1)F (ethyl 9,9bis(4-fluorophenyl)-5-hydroxy-8-(5-phenyl -1H-tetrazol-1-yl)-3-oxo-6,8-nonadienoate), [BH4-].[Na+] (sodium borohydride). Solvent: O1CCCC1 (tetrahydrofuran). Reaction conditions: temperature 0 celsius, time 1.5 hour. Yields the product FC1=CC=C(C=C1)C(=C(C=CC(CC(CC(=O)OCC)O)O)N1N=NN=C1C1=CC=CC=C1)C1=CC=C(C=C1)F (Ethyl 9,9-bis(4-fluorophenyl)-3,5-dihydroxy-8-(5-phenyl-1H-tetrazol-1-yl)-6,8-nonadienoate). Yield: 96.9%. RXN SMILES: [F:1][C:2]1[CH:7]=[CH:6][C:5]([C:8]([C:34]2[CH:39]=[CH:38][C:37]([F:40])=[CH:36][CH:35]=2)=[C:9]([N:23]2[C:27]([C:28]3[CH:33]=[CH:32][CH:31]=[CH:30][CH:29]=3)=[N:26][N:25]=[N:24]2)[CH:10]=[CH:11][CH:12]([OH:22])[CH2:13][C:14](=[O:21])[CH2:15][C:16]([O:18][CH2:19][CH3:20])=[O:17])=[CH:4][CH:3]=1.C(B(CC)CC)C.[BH4-].[Na+]>O1CCCC1>[F:1][C:2]1[CH:3]=[CH:4][C:5]([C:8]([C:34]2[CH:39]=[CH:38][C:37]([F:40])=[CH:36][CH:35]=2)=[C:9]([N:23]2[C:27]([C:28]3[CH:29]=[CH:30][CH:31]=[CH:32][CH:33]=3)=[N:26][N:25]=[N:24]2)[CH:10]=[CH:11][CH:12]([OH:22])[CH2:13][CH:14]([OH:21])[CH2:15][C:16]([O:18][CH2:19][CH3:20])=[O:17])=[CH:6][CH:7]=1 |f:2.3|. Reported procedure: A solution containing 0.9 g (1.7 mmoles) of ethyl 9,9bis(4-fluorophenyl)-5-hydroxy-8-(5-phenyl -1H-tetrazol-1-yl)-3-oxo-6,8-nonadienoate in 20 mL of dry tetrahydrofuran at 0° C. under argon was treated with triethylborane (1.74 mL, 1.OM in THF, 1.74 mmoles). The colorless solution was allowed to stir at 0° C. for 1.5 hours then cooled to -80° C. under argon. To this stirring solution was added sodium borohydride (130 mg, 3.4 mmoles) in one portion and the suspension was stirred for one hour. The... Reactants: O(C1=CC=CC=C1)CCC(=O)O (3-phenoxypropionic acid), [H-].[Al+3].[Li+].[H-].[H-].[H-] (lithium aluminum hydride), O (water), [OH-].[Na+] (sodium hydroxide), O (water). The solvent is C(C)OCC (ethyl ether). Reaction conditions: time 2 hour. Product: O(C1=CC=CC=C1)CCCO (3-Phenoxy-1-propanol). Yield: 73.2%. As a reaction SMILES: [H-].[Al+3].[Li+].[H-].[H-].[H-].[O:7]([CH2:14][CH2:15][C:16](O)=[O:17])[C:8]1[CH:13]=[CH:12][CH:11]=[CH:10][CH:9]=1.O.[OH-].[Na+]>C(OCC)C>[O:7]([CH2:14][CH2:15][CH2:16][OH:17])[C:8]1[CH:13]=[CH:12][CH:11]=[CH:10][CH:9]=1 |f:0.1.2.3.4.5,8.9|. Reported procedure: To a stirred suspension of 5.7 g (0.15 mole) of lithium aluminum hydride in 350 ml of dry ethyl was added dropwise (30 min) a solution of 25.0 g (0.149 mole) of 3-phenoxypropionic acid (99%, Aldrich Chem. Co.) in 250 ml of dry ethyl ether. The reaction mixture was stirred at ambient temperature for 2 hr and treated successively with 6 ml of water, 18 ml of a 15% sodium hydroxide solution, and 10 ml of water. The reaction mixture was filtered through Celite® and the filtrate was concentrated to a... Reactants: CCN(CC)CC1CCCCN1CCN, CC#N, O=C1Nc2cccnc2N(C(=O)Cl)c2cc(Cl)ccc21, Cl. Product: CCN(CC)CC1CCCCN1CCNC(=O)N1c2cc(Cl)ccc2C(=O)Nc2cccnc21. As a reaction SMILES: [CH2:21]([CH3:22])[N:23]([CH2:24][CH3:25])[CH2:26][CH:27]1[N:28]([CH2:33][CH2:34][NH2:35])[CH2:29][CH2:30][CH2:31][CH2:32]1.[CH3:37][C:38]#[N:39].[Cl:1][c:2]1[cH:3][c:4]2[c:5]([cH:19][cH:20]1)[C:6](=[O:18])[NH:7][c:8]1[c:9]([n:14][cH:15][cH:16][cH:17]1)[N:10]2[C:11](=[O:12])[Cl:13].[ClH:36]>>[Cl:1][c:2]1[cH:3][c:4]2[c:5]([cH:19][cH:20]1)[C:6](=[O:18])[NH:7][c:8]1[c:9]([n:14][cH:15][cH:16][cH:17]1)[N:10]2[C:11](=[O:12])[NH:35][CH2:34][CH2:33][N:28]1[CH:27]([CH2:26][N:23]([CH2:21][CH3:22])[CH2:24][CH3:25])[CH2:32][CH2:31][CH2:30][CH2:29]1. Reaction SMILES: C[C@@](O)(CC([S:10][CH2:11][CH2:12][NH:13][C:14]([CH2:16][CH2:17][NH:18][C:19]([C@H:21]([OH:57])[C:22]([CH2:25][O:26][P:27]([O:30][P:31]([O:34][CH2:35][C@H:36]1[O:40][C@@H:39]([N:41]2[C:45]3[N:46]=[CH:47][N:48]=[C:49]([NH2:50])[C:44]=3[N:43]=[CH:42]2)[C@H:38]([OH:51])[C@@H:37]1[O:52][P:53]([OH:56])([OH:55])=[O:54])([OH:33])=[O:32])([OH:29])=[O:28])([CH3:24])[CH3:23])=[O:20])=[O:15])=O)CC(O)=O.C(O)C(N)(CO)CO.Cl.[Mg+2].[Cl-].[Cl-].C(N(CC(O)=O)CC(O)=O)CN(CC(O)=O)CC(O)=O.SC[C@H]([C@@H](CS)O)O.C(SCCNC(=O)CCNC(=O)[C@H](O)C(C)(C)COP(O)(=O)OP(O)(=O)OC[C@H]1O[C@@H](N2C3N=CN=C(N)C=3N=C2)[C@H](O)[C@@H]1OP(O)(O)=O)(=O)CC(C)=O.Cl>CS(C)=O>[CH3:24][C:22]([C@@H:21]([OH:57])[C:19]([NH:18][CH2:17][CH2:16][C:14]([NH:13][CH2:12][CH2:11][SH:10])=[O:15])=[O:20])([CH2:25][O:26][P:27]([O:30][P:31]([O:34][CH2:35][C@H:36]1[O:40][C@@H:39]([N:41]2[C:45]3[N:46]=[CH:47][N:48]=[C:49]([NH2:50])[C:44]=3[N:43]=[CH:42]2)[C@H:38]([OH:51])[C@@H:37]1[O:52][P:53]([OH:56])([OH:55])=[O:54])([OH:33])=[O:32])([OH:29])=[O:28])[CH3:23] |f:1.2,3.4.5|. Reaction conditions: time 5 minute. Product: CC(C)(COP(=O)(O)OP(=O)(O)OC[C@@H]1[C@H]([C@H]([C@@H](O1)N2C=NC3=C2N=CN=C3N)O)OP(=O)(O)O)[C@H](C(=O)NCCC(=O)NCCS)O (CoA). The solvent is CS(=O)C (dimethylsulfoxide). Procedure details: Intrinsic activity of HMG-CoA synthase is measured in the following in vitro assay. Enzyme protein (ca. 12.2 μg) is added to a solution containing 117 mM Tris-HCl (pH 8.0), 11.7 mM MgCl2, 1.17 mM Ethylenediaminetetraacetic acid (EDTA), 0.58 mM dithiothreitol, in the presence or absence of the test compound (added as, e.g., a 2 μg/ml solution in dimethylsulfoxide). The incubation is in a volume of 0.085 ml at 30° C. in a shaking water bath. After 5 minutes, 15 μl of a solution containing acetoace... Starting materials: assay mixture, Cl (HCl), Cl (HCl), solution, C(CC(=O)C)(=O)SCCNC(CCNC([C@@H](C(COP(OP(OC[C@@H]1[C@H]([C@H]([C@@H](O1)N1C=NC=2C(N)=NC=NC12)O)OP(=O)(O)O)(=O)O)(=O)O)(C)C)O)=O)=O (acetoacetyl-CoA), 1[14C]-acetyl-CoA, C(C(CO)(CO)N)O.Cl (Tris-HCl), [Mg+2].[Cl-].[Cl-] (MgCl2), C(CN(CC(=O)O)CC(=O)O)N(CC(=O)O)CC(=O)O (Ethylenediaminetetraacetic acid), SC[C@@H](O)[C@H](O)CS (dithiothreitol), C[C@](CC(=O)O)(CC(=O)SCCNC(=O)CCNC(=O)[C@@H](C(C)(C)COP(=O)(O)OP(=O)(O)OC[C@@H]1[C@H]([C@H]([C@@H](O1)N2C=NC3=C2N=CN=C3N)O)OP(=O)(O)O)O)O (HMG-CoA). The reactants are O=C(O)c1c(F)c(F)c(C(=O)O)c(F)c1F, O. As a reaction SMILES: [F:1][c:2]1[c:3]([C:4](=[O:5])[OH:6])[c:7]([F:16])[c:8]([F:15])[c:9]([C:12]([OH:13])=[O:14])[c:10]1[F:11].[OH2:17]>>[F:1][c:2]1[c:3]([C:4](=[O:5])[OH:6])[c:7]([F:16])[c:8]([F:15])[cH:9][c:10]1[F:11]. Product: O=C(O)c1c(F)c(F)cc(F)c1F.